This data is from the Open Reaction Database (ORD), a public repository of structured organic reaction records. The task is: describe an organic reaction: reactants, conditions, products, and yield Starting materials: C(C(O)CC(=O)O)(=O)O.C1(=CC=CC=C1)[C@H](CN)C ((2R)-2-phenylpropylamine malate), [OH-].[Na+] (NaOH). Run in C(Cl)Cl (CH2Cl2). Product: C1(=CC=CC=C1)[C@H](CN)C ((2R)-2-phenylpropylamine). Reaction SMILES: C(O)(=O)C(CC(O)=O)O.[C:10]1([C@@H:16]([CH3:19])[CH2:17][NH2:18])[CH:15]=[CH:14][CH:13]=[CH:12][CH:11]=1.[OH-].[Na+]>C(Cl)Cl>[C:10]1([C@@H:16]([CH3:19])[CH2:17][NH2:18])[CH:15]=[CH:14][CH:13]=[CH:12][CH:11]=1 |f:0.1,2.3|. Procedure details: To a stirred suspension of (2R)-2-phenylpropylamine malate (24.3 g, 0.0601 mol, prepared directly above) in CH2Cl2 (200 mL) was added 1.0 N NaOH dropwise at room temperature. The organic phase was isolated, extracted with brine (1×125 mL), dried (Na2SO4), filtered, and concentrated under reduced pressure to give (2R)-2-phenylpropylamine (19 g) as a clear, colorless oil. Reactants: N(N)C1=CC=C(C(=O)O)C=C1 (p-hydrazinobenzoic acid), C(C)OC(CC(CC(=O)OCC)=O)=O (diethyl-3-oxoglutarate). The product is C(C)OC(=O)CC1=NN(C(C1)=O)C1=CC=C(C(=O)O)C=C1 (4-(3-ethoxycarbonylmethyl-4,5-dihydro-5-oxo-1H-pyrazol-1-yl)-benzoic acid). As a reaction SMILES: [NH:1]([C:3]1[CH:11]=[CH:10][C:6]([C:7]([OH:9])=[O:8])=[CH:5][CH:4]=1)[NH2:2].[CH2:12]([O:14][C:15](=[O:25])[CH2:16][C:17](=O)[CH2:18][C:19](OCC)=[O:20])[CH3:13]>>[CH2:12]([O:14][C:15]([CH2:16][C:17]1[CH2:18][C:19](=[O:20])[N:1]([C:3]2[CH:4]=[CH:5][C:6]([C:7]([OH:9])=[O:8])=[CH:10][CH:11]=2)[N:2]=1)=[O:25])[CH3:13]. Reported procedure: From the reaction of p-hydrazinobenzoic acid and diethyl-3-oxoglutarate, 4-(3-ethoxycarbonylmethyl-4,5-dihydro-5-oxo-1H-pyrazol-1-yl)-benzoic acid is obtained. Subsequent reaction with 2-ethylaniline yields 4-(4-(2-thylanilinomethylene)-3-ethoxycarbonylmethyl-4,5-dihydro-5-oxo-1H-pyrazol-1-yl)-benzoic acid, Mp 246° C. Product: c1ccc2[nH]c(-c3ccc(N4CCNCC4)nn3)nc2c1. RXN SMILES: [CH2:17]1[CH2:18][NH:19][CH2:20][CH2:21][NH:22]1.[CH3:23][N:24]1[CH2:25][CH2:26][CH2:27][C:28]1=[O:29].[Cl:1][c:2]1[cH:3][cH:4][c:5](-[c:8]2[n:9][c:10]3[c:11]([nH:12]2)[cH:13][cH:14][cH:15][cH:16]3)[n:6][n:7]1>>[c:2]1([N:19]2[CH2:18][CH2:17][NH:22][CH2:21][CH2:20]2)[cH:3][cH:4][c:5](-[c:8]2[n:9][c:10]3[c:11]([nH:12]2)[cH:13][cH:14][cH:15][cH:16]3)[n:6][n:7]1. Starting materials: C1CNCCN1, CN1CCCC1=O, Clc1ccc(-c2nc3ccccc3[nH]2)nn1.